The task is: describe an organic reaction: reactants, conditions, products, and yield. This data is from the Open Reaction Database (ORD), a public repository of structured organic reaction records. The reactants are N1N=CC2=C(C=CC=C12)C=1N=C(C2=C(N1)C=C(S2)CN2CCNCC2)N2CCOCC2 (2-(1H-indazol-4-yl)-4-morpholin-4-yl-6-piperazin-1-ylmethyl-thieno[3,2-d]pyrimidine), O1CC1COC1=CC=CC=C1 (1,2-epoxy-3-phenoxypropane). Run in C(Cl)Cl (DCM), CN(C)C=O (DMF). Run at temperature 55 celsius, time 8 hour. Yields the product N1N=CC2=C(C=CC=C12)C=1N=C(C2=C(N1)C=C(S2)CN2CCN(CC2)CC(COC2=CC=CC=C2)O)N2CCOCC2 (1-{4-[2-(1H-Indazol-4-yl)-4-morpholin-4-yl-thieno[3,2-d]pyrimidin-6-ylmethyl]-piperazin-1-yl}-3-phenoxy-propan-2-ol). RXN SMILES: [NH:1]1[C:9]2[C:4](=[C:5]([C:10]3[N:11]=[C:12]([N:26]4[CH2:31][CH2:30][O:29][CH2:28][CH2:27]4)[C:13]4[S:18][C:17]([CH2:19][N:20]5[CH2:25][CH2:24][NH:23][CH2:22][CH2:21]5)=[CH:16][C:14]=4[N:15]=3)[CH:6]=[CH:7][CH:8]=2)[CH:3]=[N:2]1.[O:32]1[CH:34]([CH2:35][O:36][C:37]2[CH:42]=[CH:41][CH:40]=[CH:39][CH:38]=2)[CH2:33]1>CN(C=O)C.C(Cl)Cl>[NH:1]1[C:9]2[C:4](=[C:5]([C:10]3[N:11]=[C:12]([N:26]4[CH2:27][CH2:28][O:29][CH2:30][CH2:31]4)[C:13]4[S:18][C:17]([CH2:19][N:20]5[CH2:21][CH2:22][N:23]([CH2:33][CH:34]([OH:32])[CH2:35][O:36][C:37]6[CH:42]=[CH:41][CH:40]=[CH:39][CH:38]=6)[CH2:24][CH2:25]5)=[CH:16][C:14]=4[N:15]=3)[CH:6]=[CH:7][CH:8]=2)[CH:3]=[N:2]1. Reported procedure: Treatment of 4-[2-(1H-indazol-4-yl)-4-morpholin-4-yl-thieno[3,2-d]pyrimidin-6-ylmethyl]-piperazine-1-carboxylic acid tert-butyl ester with HCl in DCM/MeOH yielded 2-(1H-indazol-4-yl)-4-morpholin-4-yl-6-piperazin-1-ylmethyl-thieno[3,2-d]pyrimidine. A mixture of 2-(1H-indazol-4-yl)-4-morpholin-4-yl-6-piperazin-1-ylmethyl-thieno[3,2-d]pyrimidine (150 mg) and 1,2-epoxy-3-phenoxypropane (40 mg) was suspended in 50% DMF/0.1M sodium phosphate buffer (2 mL) and shaken at 55° C. overnight. After stirring... Starting materials: FC=1C=NC=CC1C=1OC2=C(C1)C=C(C=C2)C(F)(F)F (3-fluoro-4-[5-(trifluoromethyl)benzofuran-2-yl]pyridine), C([O-])([O-])=O.[K+].[K+] (potassium carbonate), CO (methanol), C([O-])([O-])=O.[K+].[K+] (potassium carbonate). Solvent: O (Water). Yields the product COC=1C=NC=CC1C=1OC2=C(C1)C=C(C=C2)C(F)(F)F (3-methoxy-4-[5-(trifluoromethyl)benzofuran-2-yl]pyridine). Isolated yield 80.8%. Reaction SMILES: F[C:2]1[CH:3]=[N:4][CH:5]=[CH:6][C:7]=1[C:8]1[O:9][C:10]2[CH:16]=[CH:15][C:14]([C:17]([F:20])([F:19])[F:18])=[CH:13][C:11]=2[CH:12]=1.[C:21](=O)([O-])[O-:22].[K+].[K+].CO>O>[CH3:21][O:22][C:2]1[CH:3]=[N:4][CH:5]=[CH:6][C:7]=1[C:8]1[O:9][C:10]2[CH:16]=[CH:15][C:14]([C:17]([F:20])([F:19])[F:18])=[CH:13][C:11]=2[CH:12]=1 |f:1.2.3|. Procedure: A mixture of 0.19 g of 3-fluoro-4-[5-(trifluoromethyl)benzofuran-2-yl]pyridine, 0.19 g of potassium carbonate and 3 ml of methanol was heated under reflux for 27 hours. To this mixture was added 93 mg of potassium carbonate, and the mixture was further heated under reflux for 2 hours. The reaction mixture was cooled to room temperature. Water was added to the reaction mixture, and the mixture was extracted twice with ethyl acetate. The organic layers were combined and washed with saturated brine... Starting materials: C(N)(=O)CCP(=O)(CCC(=O)OCCCCCCCC)CC1=CC(=C(C(=C1)C(C)(C)C)O)C(C)(C)C (n-Octyl 3-[(2-carbamoylethyl) (3,5-di-tert.-butyl-4-hydroxybenzyl)phosphinyl]propionate), O (water). Solvent: CCCCC (pentane). Yields the product C(C)(C)(C)C=1C=C(CP(=O)(CCC(=O)OCCCCCCCC)CCC(=O)OCCCCCCCC)C=C(C1O)C(C)(C)C (Di-n-Octyl 3,3'-[(3,5-di-tert.-butyl-4-hydroxybenzyl)phosphinylidene]dipropionate). As a reaction SMILES: [C:1]([CH2:4][CH2:5][P:6]([CH2:21][C:22]1[CH:27]=[C:26]([C:28]([CH3:31])([CH3:30])[CH3:29])[C:25]([OH:32])=[C:24]([C:33]([CH3:36])([CH3:35])[CH3:34])[CH:23]=1)([CH2:8][CH2:9][C:10]([O:12][CH2:13][CH2:14][CH2:15][CH2:16][CH2:17][CH2:18][CH2:19][CH3:20])=[O:11])=[O:7])(=[O:3])N.[OH2:37]>CCCCC>[C:33]([C:24]1[CH:23]=[C:22]([CH:27]=[C:26]([C:28]([CH3:31])([CH3:30])[CH3:29])[C:25]=1[OH:32])[CH2:21][P:6]([CH2:8][CH2:9][C:10]([O:12][CH2:13][CH2:14][CH2:15][CH2:16][CH2:17][CH2:18][CH2:19][CH3:20])=[O:11])([CH2:5][CH2:4][C:1]([O:37][CH2:13][CH2:14][CH2:15][CH2:16][CH2:17][CH2:18][CH2:19][CH3:20])=[O:3])=[O:7])([CH3:36])([CH3:35])[CH3:34]. Procedure details: The filtrate from Example 2, containing water and pentane, is recovered and the water layer is separated. The pentane layer is then heated to strip off pentane and obtain 5.1 grams of a yellow oil which is further heated at 180° C. under a 1 mm. vacuum to remove volatile materials and obtain the desired product. The reactants are OC=1C=C(C=CC(=O)O)C=CC1O (3,4-dihydroxycinnamic acid), [OH-].[Na+] (sodium hydroxide), CN(C=O)C (N,N-dimethylformamide), C1=C(OC=C(C1=O)O)CCl (chlorokojic acid). The solvent is CO (methanol), CO (methanol), C(C)(=O)OCC (ethyl acetate). Reaction conditions: temperature 110 celsius, time 2 hour. The product is OC=1C=C(C=CC(=O)OCC=2OC=C(C(C2)=O)O)C=CC1O (2-(3,4-dihydroxycinnamoyl) oxymethyl-5-hydroxy-4H-pyran-4-one). Isolated yield 53.6%. Reaction SMILES: [OH:1][C:2]1[CH:3]=[C:4]([CH:10]=[CH:11][C:12]=1[OH:13])[CH:5]=[CH:6][C:7]([OH:9])=[O:8].[OH-].[Na+].CN(C)C=O.[CH:21]1[C:26](=[O:27])[C:25]([OH:28])=[CH:24][O:23][C:22]=1[CH2:29]Cl>CO.C(OCC)(=O)C>[OH:1][C:2]1[CH:3]=[C:4]([CH:10]=[CH:11][C:12]=1[OH:13])[CH:5]=[CH:6][C:7]([O:9][CH2:29][C:22]1[O:23][CH:24]=[C:25]([OH:28])[C:26](=[O:27])[CH:21]=1)=[O:8] |f:1.2|. Reported procedure: 0.81 g(4.5 mmol) of 3,4-dihydroxycinnamic acid and 0.18 g (4.5 mmol) of sodium hydroxide were dissolved into 40 ml of methanol. Residues obtained after distillating in methanol dissolved into 70 ml of N,N-dimethylformamide and 0.65 g (4.05 mmol) of chlorokojic acid prepared in the Reference Example was added thereto. The resulting mixture was heated with stirring for 2 hours in an oil bath of 110° C. After distillating the solvent, the residue was dissolved in 300 ml of ethyl acetate. The ethyl ...